describe an organic reaction: reactants, conditions, products, and yield From a dataset of the Open Reaction Database (ORD), a public repository of structured organic reaction records. Starting materials: raw product, F[O-] (hypofluorite), C(F)(F)(F)C(F)(F)OC(Cl)C(F)(Cl)Cl (CF3CF2O—CHCl—CFCl2), C(F)(F)(F)C(F)(F)OC(Cl)(Cl)C(Cl)F (CF3CF2O—CCl2—CHClF). Reaction conditions: time 3 hour. Product: C(F)(F)(F)C(F)(F)OF (CF3CF2OF). RXN SMILES: F[O-].[C:3]([C:7]([O:10]C(C(Cl)(Cl)F)Cl)([F:9])[F:8])([F:6])([F:5])[F:4].C(C(OC(C(F)Cl)(Cl)Cl)(F)F)(F)(F)[F:18]>>[C:3]([C:7]([O:10][F:18])([F:9])[F:8])([F:6])([F:5])[F:4]. Procedure: The reaction is carried out for 3 hours. The raw product (65.0 g) is analyzed by GLC/MS. The hypofluorite conversion is 100% and the selectivity in the two reaction products CF3CF2O—CHCl—CFCl2 and CF3CF2O—CCl2—CHClF is equal to 61%. Starting materials: F[B-](F)(F)F, Cc1nc(CCc2c(-c3ccccn3)noc2C)sc1C(=O)O, CCN(C(C)C)C(C)C, NC1CCOCC1, CN(C)C=O, CN(C)C(On1nnc2ccccc21)=[N+](C)C. The product is Cc1nc(CCc2c(-c3ccccn3)noc2C)sc1C(=O)NC1CCOCC1. As a reaction SMILES: [B-:24]([F:25])([F:26])([F:27])[F:28].[CH3:1][c:2]1[n:3][c:4]([CH2:10][CH2:11][c:12]2[c:13](-[c:18]3[n:19][cH:20][cH:21][cH:22][cH:23]3)[n:14][o:15][c:16]2[CH3:17])[s:5][c:6]1[C:7](=[O:8])[OH:9].[CH:46]([N:47]([CH2:48][CH3:49])[CH:50]([CH3:51])[CH3:52])([CH3:53])[CH3:54].[NH2:55][CH:56]1[CH2:57][CH2:58][O:59][CH2:60][CH2:61]1.[O:62]=[CH:63][N:64]([CH3:65])[CH3:66].[n:29]1([O:30][C:31]([N:32]([CH3:33])[CH3:34])=[N+:35]([CH3:36])[CH3:37])[c:38]2[cH:39][cH:40][cH:41][cH:42][c:43]2[n:44][n:45]1>>[CH3:1][c:2]1[n:3][c:4]([CH2:10][CH2:11][c:12]2[c:13](-[c:18]3[n:19][cH:20][cH:21][cH:22][cH:23]3)[n:14][o:15][c:16]2[CH3:17])[s:5][c:6]1[C:7](=[O:9])[NH:55][CH:56]1[CH2:57][CH2:58][O:59][CH2:60][CH2:61]1. The reactants are C(C)(C)(C)O (tert.-butanol), N1=CC=CC=C1 (pyridine), BrC1=CC=C(C(=O)Cl)C=C1 (4-bromobenzoyl chloride). Solvent: C(Cl)Cl (methylene chloride), C(Cl)Cl (methylene chloride). Conditions: time 2 day. The product is BrC1=CC=C(C(=O)OC(C)(C)C)C=C1 (tert.-butyl 4-bromobenzoate). The yield is 77.6%. Reaction SMILES: [C:1]([OH:5])([CH3:4])([CH3:3])[CH3:2].N1C=CC=CC=1.[Br:12][C:13]1[CH:21]=[CH:20][C:16]([C:17](Cl)=[O:18])=[CH:15][CH:14]=1>C(Cl)Cl>[Br:12][C:13]1[CH:21]=[CH:20][C:16]([C:17]([O:5][C:1]([CH3:4])([CH3:3])[CH3:2])=[O:18])=[CH:15][CH:14]=1. Reported procedure: To a mixture of 5.5 g of dry tert.-butanol and 7.08 g of dry pyridine is added a solution of 9.79 g of 4-bromobenzoyl chloride in 20 ml of anhydrous methylene chloride. The mixture is stirred under nitrogen for 2 days. The reaction mixture is then diluted with methylene chloride, and the organic solution extracted with water, dried over anhydrous sodium sulfate, and concentrated under reduced pressure. The residual oil is distilled under reduced pressure to give 8.9 g (70%) of tert.-butyl 4-brom... RXN SMILES: [CH2:1]([CH2:2][CH2:3][CH3:4])[C:5]12[CH:6]([OH:24])[CH2:7][CH2:8][CH:9]1[C:10]1=[C:11]([CH2:12][CH2:13]2)[c:14]2[cH:15][cH:16][c:17]([O:22][CH3:23])[cH:18][c:19]2[CH2:20][CH2:21]1.[CH3:41][OH:42].[Cl-:27].[NH2:29][c:30]1[cH:31][cH:32][cH:33][cH:34][cH:35]1.[NH3:25].[NH4+:28].[Na:26].[O:36]1[CH2:37][CH2:38][CH2:39][CH2:40]1>>[CH2:1]([CH2:2][CH2:3][CH3:4])[C:5]12[CH:6]([OH:24])[CH2:7][CH2:8][CH:9]1[CH:10]1[CH:11]([CH2:12][CH2:13]2)[c:14]2[cH:15][cH:16][c:17]([O:22][CH3:23])[cH:18][c:19]2[CH2:20][CH2:21]1. Product: CCCCC12CCC3c4ccc(OC)cc4CCC3C1CCC2O. Reactants: CCCCC12CCC3=C(CCc4cc(OC)ccc43)C1CCC2O, CO, [Cl-], Nc1ccccc1, N, [NH4+], [Na], C1CCOC1.